This data is from the Open Reaction Database (ORD), a public repository of structured organic reaction records. The task is: describe an organic reaction: reactants, conditions, products, and yield The reactants are ClC1=CC(=CC=C1)C(=O)OO (3-chloroperbenzoic acid), COC1=CC=C(C=C1)C=1N=C(NC1C1=CC=C(C=C1)OC)SC1=CC(=C(C=C1)Cl)Cl (4,5-bis(4-methoxyphenyl)-2-(3,4-dichlorophenylthio)imidazole). The solvent is ClCCl (dichloromethane), ClCCl (dichloromethane). Run at time 3 hour. Yields the product COC1=CC=C(C=C1)C=1N=C(NC1C1=CC=C(C=C1)OC)S(=O)C1=CC(=C(C=C1)Cl)Cl (4,5-bis(4-methoxyphenyl)-2-(3,4-dichlorophenylsulfinyl)imidazole). The yield is 88.6%. Reaction SMILES: ClC1C=CC=C(C(OO)=[O:9])C=1.[CH3:12][O:13][C:14]1[CH:19]=[CH:18][C:17]([C:20]2[N:21]=[C:22]([S:33][C:34]3[CH:39]=[CH:38][C:37]([Cl:40])=[C:36]([Cl:41])[CH:35]=3)[NH:23][C:24]=2[C:25]2[CH:30]=[CH:29][C:28]([O:31][CH3:32])=[CH:27][CH:26]=2)=[CH:16][CH:15]=1>ClCCl>[CH3:12][O:13][C:14]1[CH:15]=[CH:16][C:17]([C:20]2[N:21]=[C:22]([S:33]([C:34]3[CH:39]=[CH:38][C:37]([Cl:40])=[C:36]([Cl:41])[CH:35]=3)=[O:9])[NH:23][C:24]=2[C:25]2[CH:26]=[CH:27][C:28]([O:31][CH3:32])=[CH:29][CH:30]=2)=[CH:18][CH:19]=1. Procedure details: A solution of 2.164 g of 3-chloroperbenzoic acid (80%) in 150 ml of dichloromethane is added dropwise to a solution of 4.57 g of 4,5-bis(4-methoxyphenyl)-2-(3,4-dichlorophenylthio)imidazole in 100 ml of dichloromethane. The solution is stirred for 3 hours at room temperature, washed with sodium bicarbonate solution, dried over sodium sulfate, and concentrated to dryness under vacuum. The residue is chromatographed on 150 g of silica gel with acetone/hexane 2:3, thus obtaining 4.19 g of 4,5-bis(4... The reactants are CC(C)=CC=O, CC(C)=O, O=[Mo]=O, O=[Zn]. Product: CC(=O)C=CC=C(C)C. RXN SMILES: [CH3:1][C:2](=[CH:3][CH:4]=[O:5])[CH3:6].[CH3:7][C:8]([CH3:9])=[O:10].[Mo:11](=[O:12])=[O:13].[O:14]=[Zn:15]>>[CH3:1][C:2](=[CH:3][CH:4]=[CH:7][C:8]([CH3:9])=[O:10])[CH3:6]. The reactants are C=CCOC(=O)N1CCOCC1C(=O)C1C(=O)OC(C)(C)OC1=O, CC(=O)O, O. Product: C=CCOC(=O)N1CCOCC1C(C)=O. As a reaction SMILES: [CH2:1]([CH:2]=[CH2:3])[O:4][C:5](=[O:6])[N:7]1[CH:8]([C:13](=[O:14])[CH:15]2[C:16](=[O:17])[O:18][C:19]([CH3:20])([CH3:21])[O:22][C:23]2=[O:24])[CH2:9][O:10][CH2:11][CH2:12]1.[CH3:25][C:26](=[O:27])[OH:28].[OH2:29]>>[CH2:1]([CH:2]=[CH2:3])[O:4][C:5](=[O:6])[N:7]1[CH:8]([C:13](=[O:14])[CH3:15])[CH2:9][O:10][CH2:11][CH2:12]1.